This data is from the Open Reaction Database (ORD), a public repository of structured organic reaction records. The task is: describe an organic reaction: reactants, conditions, products, and yield The reactants are FC(C(=O)NCCCCN1CC2=CN=C3C=CC=C(C1)N32)(C(F)(F)F)F (4,5-dihydro-4-(4-pentafluoropropionamidobutan-1-yl)-3H-1,4,8b-triazaacenaphthylene), Cl (hydrochloric acid). The solvent is C(C)O (ethanol). Reaction conditions: time 1 hour. Product: Cl.Cl.FC(C(=O)NCCCCN1CC2=CN=C3C=CC=C(C1)N32)(C(F)(F)F)F (4,5-dihydro-4-(4-pentafluoropropion amidobutan-1-yl)-3H-1,4,8b-triazaacenaphthylene-dihydrochloride). Yield: 79.6%. RXN SMILES: [F:1][C:2]([F:26])([C:22]([F:25])([F:24])[F:23])[C:3]([NH:5][CH2:6][CH2:7][CH2:8][CH2:9][N:10]1[CH2:20][C:19]2[N:21]3[C:12](=[CH:13][N:14]=[C:15]3[CH:16]=[CH:17][CH:18]=2)[CH2:11]1)=[O:4].[ClH:27]>C(O)C>[ClH:27].[ClH:27].[F:26][C:2]([F:1])([C:22]([F:23])([F:24])[F:25])[C:3]([NH:5][CH2:6][CH2:7][CH2:8][CH2:9][N:10]1[CH2:20][C:19]2[N:21]3[C:12](=[CH:13][N:14]=[C:15]3[CH:16]=[CH:17][CH:18]=2)[CH2:11]1)=[O:4] |f:3.4.5|. Procedure details: To a solution of 2230 mg (5.93 mmol) of 4,5-dihydro-4-(4-pentafluoropropionamidobutan-1-yl)-3H-1,4,8b-triazaacenaphthylene in 35 ml of ethanol was added 1.22 ml (14.31 mmol) of 12N hydrochloric acid. The mixture was stirred for one hour at room temperature. The resulting precipitates was collected by filtration, washed with a small volume of ethanol and ether, and dried to afford 2120 mg of the desired compound (76.9%, white crystals).